This data is from the Open Reaction Database (ORD), a public repository of structured organic reaction records. The task is: describe an organic reaction: reactants, conditions, products, and yield Reactants: NN1C=NC2=C(C1=O)SC=C2 (3-Amino-3,4-dihydrothieno[3,2-d]pyrimidin-4-one), C12(CC3CC(CC(C1)C3)C2)CC(=O)Cl (1-adamantaneacetyl chloride), N (NH3). The product is C12(CC3CC(CC(C1)C3)C2)CC(=O)NN2C=NC3=C(C2=O)SC=C3 (2-(1-adamantyl)-N-(4-oxothieno[3,2-d]pyrimidin-3(4H)-yl)acetamide). Reaction SMILES: [NH2:1][N:2]1[C:7](=[O:8])[C:6]2[S:9][CH:10]=[CH:11][C:5]=2[N:4]=[CH:3]1.[C:12]12([CH2:22][C:23](Cl)=[O:24])[CH2:21][CH:16]3[CH2:17][CH:18]([CH2:20][CH:14]([CH2:15]3)[CH2:13]1)[CH2:19]2.N>>[C:12]12([CH2:22][C:23]([NH:1][N:2]3[C:7](=[O:8])[C:6]4[S:9][CH:10]=[CH:11][C:5]=4[N:4]=[CH:3]3)=[O:24])[CH2:19][CH:18]3[CH2:17][CH:16]([CH2:15][CH:14]([CH2:20]3)[CH2:13]1)[CH2:21]2. Procedure details: 3-Amino-3,4-dihydrothieno[3,2-d]pyrimidin-4-one and 1-adamantaneacetyl chloride were reacted as described in Example 1: 1H NMR (300 MHz, DMSO-d6) δ ppm 1.57-1.68 (m, 12H), 1.94 (br s, 3H), 2.10 (s, 2H), 7.46 (d, J=5.4 Hz, 1H, 11.15 (s, 1H) ppm; MS (DCI/NH3) m/z 344 (M+H)+. The solvent is CN(C)C=O (DMF), O (water). Product: COC(C1=C(C=CC=C1[N+](=O)[O-])CN1CCOCC1)=O (2-morpholin-4-ylmethyl-6-nitro-benzoic acid methyl ester). Reaction SMILES: [CH3:1][O:2][C:3](=[O:15])[C:4]1[C:9]([N+:10]([O-:12])=[O:11])=[CH:8][CH:7]=[CH:6][C:5]=1[CH2:13]Br.[NH:16]1[CH2:21][CH2:20][O:19][CH2:18][CH2:17]1.C(=O)([O-])[O-].[K+].[K+].[I-].[K+]>CN(C=O)C.O>[CH3:1][O:2][C:3](=[O:15])[C:4]1[C:9]([N+:10]([O-:12])=[O:11])=[CH:8][CH:7]=[CH:6][C:5]=1[CH2:13][N:16]1[CH2:21][CH2:20][O:19][CH2:18][CH2:17]1 |f:2.3.4,5.6|. Run at time 8 hour. Reported procedure: A mixture of compound 4 (3.5 g, crude material), morpholine (0.99 g), potassium carbonate (2.89 g), and potassium iodide (1.66 g) in DMF (22 mL) was stirred at room temperature overnight. The reaction mixture was poured into water (30 mL) and extracted with ethyl acetate (3×30 mL). The combined organic extracts were washed with brine (30 mL), dried over sodium sulfate, and concentrated to a residue. The crude material was purified by flash chromatography (silica gel, 30-50% ethyl acetate/hexanes... Reactants: COC(C1=C(C=CC=C1[N+](=O)[O-])CBr)=O (2-bromomethyl-6-nitro-benzoic acid methyl ester), N1CCOCC1 (morpholine), C([O-])([O-])=O.[K+].[K+] (potassium carbonate), [I-].[K+] (potassium iodide). The reactants are NC1=C(C2=C(N(C(N2)=O)C2=C(C=C(C=C2)Br)F)C(=C1F)F)O (5-amino-1-(4-bromo-2-fluoro-phenyl)-6,7-difluoro-4-hydroxy-1,3-dihydro-benzoimidazol-2-one), C(C)OC(C)(OCC)OCC (1,1,1-triethoxy-ethane), C1(=CC=C(C=C1)S(=O)(=O)O)C (p-toluene sulfonic acid). Yields the product BrC1=CC(=C(C=C1)N1C(NC2=C1C(=C(C=1N=C(OC12)C)F)F)=O)F (6-(4-Bromo-2-fluoro-phenyl)-4,5-difluoro-2-methyl-6,8-dihydro-imidazo[4′,5′:3,4]benzo[1,2-d]oxazol-7-one). The yield is 54.7%. RXN SMILES: [NH2:1][C:2]1[C:19]([F:20])=[C:18]([F:21])[C:5]2[N:6]([C:10]3[CH:15]=[CH:14][C:13]([Br:16])=[CH:12][C:11]=3[F:17])[C:7](=[O:9])[NH:8][C:4]=2[C:3]=1[OH:22].[CH2:23](OC(OCC)(OCC)C)[CH3:24].C1(C)C=CC(S(O)(=O)=O)=CC=1>>[Br:16][C:13]1[CH:14]=[CH:15][C:10]([N:6]2[C:5]3[C:18]([F:21])=[C:19]([F:20])[C:2]4[N:1]=[C:23]([CH3:24])[O:22][C:3]=4[C:4]=3[NH:8][C:7]2=[O:9])=[C:11]([F:17])[CH:12]=1. Procedure: Intermediate I-17a was prepared from 5-amino-1-(4-bromo-2-fluoro-phenyl)-6,7-difluoro-4-hydroxy-1,3-dihydro-benzoimidazol-2-one (I-14a: 600 mg, 1.6 mmol), 1,1,1-triethoxy-ethane (5 mL) and p-toluene sulfonic acid (100 mg) using procedures analogous to those described above for Intermediate I-16a to afford 350 mg of the product (54.68% yield). H1NMR (DMSO-d6, 300 MHz): δ 12.40 (s, 1H), 7.90 (dd, 1H), 7.72-7.60 (m, 2H), 2.68 (s, 3H). Reactants: ClCCl, CC(C)(C)C(=O)Cl, Cc1ccccc1N, [Na+], [Na+], O=C([O-])[O-], O. The product is Cc1ccccc1NC(=O)C(C)(C)C. As a reaction SMILES: [CH2:22]([Cl:23])[Cl:24].[CH3:15][C:16]([C:17](=[O:18])[Cl:19])([CH3:20])[CH3:21].[NH2:1][c:2]1[c:3]([CH3:8])[cH:4][cH:5][cH:6][cH:7]1.[Na+:10].[Na+:9].[O-:11][C:12](=[O:13])[O-:14].[OH2:25]>>[NH:1]([c:2]1[c:3]([CH3:8])[cH:4][cH:5][cH:6][cH:7]1)[C:17]([C:16]([CH3:15])([CH3:20])[CH3:21])=[O:18].